From a dataset of the Open Reaction Database (ORD), a public repository of structured organic reaction records. describe an organic reaction: reactants, conditions, products, and yield Reactants: COc3ccc2cc(/C=C/c1ccccc1)ccc2c3 (substrate), Cn2cnc1ccccc12 (effective_coupling_partner). Reagents/catalysts: IPr. Run at temperature 90 celsius, time 16 hour. Product: Cn5c(c3ccc2cc(/C=C/c1ccccc1)ccc2c3)nc4ccccc45. The reactants are FC=1C=CC(=NC1)C1=C(N(N=N1)C)COC1=NC=C(C(=O)O)C=C1 (6-[5-(5-fluoro-pyridin-2-yl)-3-methyl-3H-[1,2,3]triazol-4-ylmethoxy]-nicotinic acid), NN1CCOCC1 (4-aminomorpholine). The product is FC=1C=CC(=NC1)C1=C(N(N=N1)C)COC1=NC=C(C(=O)NN2CCOCC2)C=C1 (6-[5-(5-Fluoro-pyridin-2-yl)-3-methyl-3H-[1,2,3]triazol-4-ylmethoxy]-N-morpholin-4-yl-nicotinamide). Yield: 87.0%. As a reaction SMILES: [F:1][C:2]1[CH:3]=[CH:4][C:5]([C:8]2[N:12]=[N:11][N:10]([CH3:13])[C:9]=2[CH2:14][O:15][C:16]2[CH:24]=[CH:23][C:19]([C:20]([OH:22])=O)=[CH:18][N:17]=2)=[N:6][CH:7]=1.[NH2:25][N:26]1[CH2:31][CH2:30][O:29][CH2:28][CH2:27]1>>[F:1][C:2]1[CH:3]=[CH:4][C:5]([C:8]2[N:12]=[N:11][N:10]([CH3:13])[C:9]=2[CH2:14][O:15][C:16]2[CH:24]=[CH:23][C:19]([C:20]([NH:25][N:26]3[CH2:31][CH2:30][O:29][CH2:28][CH2:27]3)=[O:22])=[CH:18][N:17]=2)=[N:6][CH:7]=1. Reported procedure: As described for example 35b, 6-[5-(5-fluoro-pyridin-2-yl)-3-methyl-3H-[1,2,3]triazol-4-ylmethoxy]-nicotinic acid (80 mg, 0.24 mmol) was converted, using 4-aminomorpholine instead of 4-aminotetrahydropyran, to the title compound (87 mg, 87%) which was obtained as a white solid. MS: m/e=414.4 [M+H]+. Reactants: COCOc1ccc(Br)cc1N(C)C, C1CCOC1, [Li]CCCC, Cc1cc(O[Si](C(C)C)(C(C)C)C(C)C)cc(C)c1C=O. The product is COCOc1ccc(C(O)c2c(C)cc(O[Si](C(C)C)(C(C)C)C(C)C)cc2C)cc1N(C)C. RXN SMILES: [Br:1][c:2]1[cH:3][cH:4][c:5]([O:11][CH2:12][O:13][CH3:14])[c:6]([N:8]([CH3:9])[CH3:10])[cH:7]1.[CH2:41]1[O:42][CH2:43][CH2:44][CH2:45]1.[CH3:15][CH2:16][CH2:17][CH2:18][Li:19].[CH3:20][c:21]1[c:22]([CH:23]=[O:24])[c:25]([CH3:40])[cH:26][c:27]([O:29][Si:30]([CH:31]([CH3:32])[CH3:33])([CH:34]([CH3:35])[CH3:36])[CH:37]([CH3:38])[CH3:39])[cH:28]1>>[c:2]1([CH:23]([c:22]2[c:21]([CH3:20])[cH:28][c:27]([O:29][Si:30]([CH:31]([CH3:32])[CH3:33])([CH:34]([CH3:35])[CH3:36])[CH:37]([CH3:38])[CH3:39])[cH:26][c:25]2[CH3:40])[OH:24])[cH:3][cH:4][c:5]([O:11][CH2:12][O:13][CH3:14])[c:6]([N:8]([CH3:9])[CH3:10])[cH:7]1. Reactants: CS(C)=O, CCN(C(C)C)C(C)C, Cc1cc(C(=O)NC(CCCCN)c2nc3cc(Cl)ccc3[nH]2)ccc1C(=O)N1CCCC1, O=C(O)c1ccncc1. RXN SMILES: [CH3:52][S:53]([CH3:54])=[O:55].[CH:34]([N:35]([CH:36]([CH3:37])[CH3:38])[CH2:39][CH3:40])([CH3:41])[CH3:42].[NH2:1][CH2:2][CH2:3][CH2:4][CH2:5][CH:6]([c:7]1[n:8][c:9]2[c:10]([nH:11]1)[cH:12][cH:13][c:14]([Cl:16])[cH:15]2)[NH:17][C:18]([c:19]1[cH:20][c:21]([CH3:32])[c:22]([C:25](=[O:26])[N:27]2[CH2:28][CH2:29][CH2:30][CH2:31]2)[cH:23][cH:24]1)=[O:33].[OH:43][C:44](=[O:45])[c:46]1[cH:47][cH:48][n:49][cH:50][cH:51]1>>[NH:1]([CH2:2][CH2:3][CH2:4][CH2:5][CH:6]([c:7]1[n:8][c:9]2[c:10]([nH:11]1)[cH:12][cH:13][c:14]([Cl:16])[cH:15]2)[NH:17][C:18]([c:19]1[cH:20][c:21]([CH3:32])[c:22]([C:25](=[O:26])[N:27]2[CH2:28][CH2:29][CH2:30][CH2:31]2)[cH:23][cH:24]1)=[O:33])[C:44](=[O:43])[c:46]1[cH:47][cH:48][n:49][cH:50][cH:51]1. Product: Cc1cc(C(=O)NC(CCCCNC(=O)c2ccncc2)c2nc3cc(Cl)ccc3[nH]2)ccc1C(=O)N1CCCC1. The reactants are BrC1=C(C=CC=C1)S(=O)(=O)N1C=C(C2=CC=CC=C12)C=O (1-(2-Bromobenzenesulfonyl)-1H-indole-3-carboxaldehyde), [BH4-].[Na+] (Sodiumborohydride). Run in ClCCl (dichloromethane). Run at time 3.5 hour. Yields the product BrC1=C(C=CC=C1)S(=O)(=O)N1C=C(C2=CC=CC=C12)CO (1-(2-Bromobenzenesulfonyl)-1H-indole-3-ylmethanol). Reaction SMILES: [Br:1][C:2]1[CH:7]=[CH:6][CH:5]=[CH:4][C:3]=1[S:8]([N:11]1[C:19]2[C:14](=[CH:15][CH:16]=[CH:17][CH:18]=2)[C:13]([CH:20]=[O:21])=[CH:12]1)(=[O:10])=[O:9].[BH4-].[Na+]>ClCCl>[Br:1][C:2]1[CH:7]=[CH:6][CH:5]=[CH:4][C:3]=1[S:8]([N:11]1[C:19]2[C:14](=[CH:15][CH:16]=[CH:17][CH:18]=2)[C:13]([CH2:20][OH:21])=[CH:12]1)(=[O:9])=[O:10] |f:1.2|. Procedure details: In a three-necked round bottom flask equipped with pressure equalizing funnel, 1-(2-Bromobenzenesulfonyl)-1H-indole-3-carboxaldehyde (D27 3.63 g, 0.01 mole) and dichloromethane (8 mL) were taken. Sodiumborohydride (0.005-0.01 mole) was added slowly at room temperature and the reaction mixture was stirred well for next 3-4 hours. After the completion of reaction (TLC, 3-5 hours), the product was isolated by distillation under reduced pressure. The residue was extracted with ethyl acetate (2×25 mL... Reactants: CC(C)(C#C)O (2-methyl-3-butyn-2-ol), 1,8-diazabicyclo-[5.4.0]-7-undecene, OC=1C=C2C=CC=NC2=CC1 (6-hydroxyquinoline), 1,8-diazabicyclo-[5.4.0]-7-undecene, FC(C(=O)OC(C(F)(F)F)=O)(F)F (trifluoroacetic anhydride), Cl (HCl). The reagents and catalysts are [Cu]Cl (copper (I) chloride). Solvent: C(C)#N (acetonitrile), C(C)#N (acetonitrile). Reaction conditions: temperature 0 celsius, time 3 hour. Yields the product CC(C#C)(C)OC=1C=C2C=CC=NC2=CC1 (6-[(1,1-dimethyl-2-propynyl)oxy]quinoline). Reaction SMILES: [CH3:1][C:2]([OH:6])([C:4]#[CH:5])[CH3:3].FC(F)(F)C(OC(=O)C(F)(F)F)=O.O[C:21]1[CH:22]=[C:23]2[C:28](=[CH:29][CH:30]=1)[N:27]=[CH:26][CH:25]=[CH:24]2.Cl>C(#N)C.[Cu]Cl>[CH3:1][C:2]([O:6][C:21]1[CH:22]=[C:23]2[C:28](=[CH:29][CH:30]=1)[N:27]=[CH:26][CH:25]=[CH:24]2)([CH3:3])[C:4]#[CH:5]. Procedure: A solution of 2-methyl-3-butyn-2-ol (2.45 mL, 25.1 mmol) and 1,8-diazabicyclo-[5.4.0]-7-undecene (4.25 mL, 28.4 mmol) in acetonitrile (15.5 mL) was stirred 0° C. for 30 minutes, and trifluoroacetic anhydride (3.55 mL, 25.1 mmol) was added dropwise. The resulting mixture was added dropwise to a mixed solution of 6-hydroxyquinoline (2.43 g, 16.7 mmol), copper (I) chloride (8.3 mg, 0.0835 mmol), acetonitrile (15.5 mL) and 1,8-diazabicyclo-[5.4.0]-7-undecene (4.25 mL, 28.4 mmol) at 0° C., and stirre... Starting materials: C(C)C1=C(O/C(/C(=O)O)=C\C(=O)O)C=CC=C1OCCCOC1=C(C=CC=C1)CCC (2-ethyl-3-(3-[2-propylphenoxy] propoxy)phenoxyfumaric acid), S(O)(O)(=O)=O (sulphuric acid), C([O-])([O-])=O.[Na+].[Na+] (sodium carbonate). The solvent is O (water). Yields the product C(C)C1=C(C=CC=2C(C=C(OC21)C(=O)O)=O)OCCCOC2=C(C=CC=C2)CCC (8-ethyl-4-oxo-7-(3-[2-propylphenoxyl]propoxy)-4H-1-benzopyran-2-carboxylic acid). RXN SMILES: [CH2:1]([C:3]1[C:17]([O:18][CH2:19][CH2:20][CH2:21][O:22][C:23]2[CH:28]=[CH:27][CH:26]=[CH:25][C:24]=2[CH2:29][CH2:30][CH3:31])=[CH:16][CH:15]=[CH:14][C:4]=1[O:5]/[C:6](=[CH:10]\[C:11](O)=[O:12])/[C:7]([OH:9])=[O:8])[CH3:2].S(=O)(=O)(O)O.C(=O)([O-])[O-].[Na+].[Na+]>O>[CH2:1]([C:3]1[C:4]2[O:5][C:6]([C:7]([OH:9])=[O:8])=[CH:10][C:11](=[O:12])[C:14]=2[CH:15]=[CH:16][C:17]=1[O:18][CH2:19][CH2:20][CH2:21][O:22][C:23]1[CH:28]=[CH:27][CH:26]=[CH:25][C:24]=1[CH2:29][CH2:30][CH3:31])[CH3:2] |f:2.3.4|. Reported procedure: A mixture of 1.07 parts of 2-ethyl-3-(3-[2-propylphenoxy] propoxy)phenoxyfumaric acid and 1 part of concentrated sulphuric acid was shaken at room temperature for seventeen hours, then 25 parts of water were added. The resulting solution was made basic by addition of excess sodium carbonate, then re-acidified with 2N hydrochloric acid and extracted with ethyl acetate. Evaporation of the ethyl acetate under reduced pressure gave an oil which on trituration with acetone gave 0.674 parts of 8-ethyl...